Dataset: the Open Reaction Database (ORD), a public repository of structured organic reaction records. Task: describe an organic reaction: reactants, conditions, products, and yield The reactants are C(Cl)Cl (DCM), O1C(=CC2=C1C=CC=C2)C2(CC2)C2=C(C(=O)O)C=CC(=C2)OC (2-(1-benzofuran-2-yl-cyclopropyl)-4-methoxy-benzoic acid), FC(C(=O)OC(C(F)(F)F)=O)(F)F (trifluoroacetic acid anhydride). The solvent is O (water). Run at temperature -50 celsius, time 10 minute. Product: COC=1C=CC=2C(C3=C(OC4=C3C=CC=C4)C4(CC4)C2C1)=O (8-Methoxy-11H-spiro[benzo[d]naphtho[2,3-b]furan-6,1′-cyclopropan]-11-one). Isolated yield 17.3%. As a reaction SMILES: C(Cl)Cl.[O:4]1[C:8]2[CH:9]=[CH:10][CH:11]=[CH:12][C:7]=2[CH:6]=[C:5]1[C:13]1([C:16]2[CH:24]=[C:23]([O:25][CH3:26])[CH:22]=[CH:21][C:17]=2[C:18](O)=[O:19])[CH2:15][CH2:14]1.FC(F)(F)C(OC(=O)C(F)(F)F)=O>O>[CH3:26][O:25][C:23]1[CH:22]=[CH:21][C:17]2[C:18](=[O:19])[C:6]3[C:7]4[CH:12]=[CH:11][CH:10]=[CH:9][C:8]=4[O:4][C:5]=3[C:13]3([C:16]=2[CH:24]=1)[CH2:15][CH2:14]3. Procedure details: To the DCM solution (10 ml) of 2-(1-benzofuran-2-yl-cyclopropyl)-4-methoxy-benzoic acid (1.0 g, 3.24 mmol), trifluoroacetic acid anhydride (0.45 ml, 3.24 mmol) was added at −78° C., and the mixture was stirred at −78° C. for 10 min, at −50° C. for 10 min, and at −30° C. for 20 min. Thereafter, the mixture was added with water and extracted with DCM. The residues obtained after concentration under reduced pressure were washed with DCM and hexane to obtain the title compound (0.163 g, 70%). Reactants: [BH4-], CCO, N#Cc1cccc(Oc2cc(C(F)(F)F)ccc2C=O)c1, [Na+]. Reaction SMILES: [BH4-:22].[CH3:24][CH2:25][OH:26].[CH:1](=[O:2])[c:3]1[c:4]([O:5][c:6]2[cH:7][c:8]([C:9]#[N:10])[cH:11][cH:12][cH:13]2)[cH:14][c:15]([C:18]([F:19])([F:20])[F:21])[cH:16][cH:17]1.[Na+:23]>>[CH2:1]([OH:2])[c:3]1[c:4]([O:5][c:6]2[cH:7][c:8]([C:9]#[N:10])[cH:11][cH:12][cH:13]2)[cH:14][c:15]([C:18]([F:19])([F:20])[F:21])[cH:16][cH:17]1. The product is N#Cc1cccc(Oc2cc(C(F)(F)F)ccc2CO)c1. The reactants are CCOC(OCC)N1CCNC1=N[N+](=O)[O-], CCCc1ccccc1N, CN1CCN(C)C1=O, O, O=C(O)C(F)(F)F. Product: CCCc1ccccc1N=CN1CCNC1=N[N+](=O)[O-]. RXN SMILES: [CH2:27]([O:28][CH:30]([O:29][CH2:40][CH3:41])[N:31]1[C:32](=[N:36][N+:37](=[O:38])[O-:39])[NH:33][CH2:34][CH2:35]1)[CH3:42].[CH2:8]([CH2:9][CH3:10])[c:11]1[c:12]([NH2:13])[cH:14][cH:15][cH:16][cH:17]1.[CH3:18][N:19]1[CH2:20][CH2:21][N:22]([CH3:23])[C:24]1=[O:25].[OH2:26].[OH:1][C:2]([C:3]([F:4])([F:5])[F:6])=[O:7]>>[CH2:8]([CH2:9][CH3:10])[c:11]1[c:12]([N:13]=[CH:30][N:31]2[C:32](=[N:36][N+:37](=[O:38])[O-:39])[NH:33][CH2:34][CH2:35]2)[cH:14][cH:15][cH:16][cH:17]1. Yield: 77.9%. Yields the product CC1(N=C(NC1)CCCCCCCCCCC)C (4,4-Dimethyl-2-undecyl-2-imidazoline). Reactants: C(CCCCCCCCCC)C#N (undecyl cyanide), NCC(C)(C)N (1,2-diamino-2-methylpropane). Run in C(=S)=S (carbon disulfide). Procedure details: 18.31 g (100 mmoles) of undecyl cyanide, 11 g (125 mmoles) of 1,2-diamino-2-methylpropane and 0.5 ml of carbon disulfide were heated at 125° C. for 24 hrs. and then worked up as under Example 23. Distillation at reduced pressure gave 19.66 g (78%) of the product. Reaction SMILES: [CH2:1]([C:12]#[N:13])[CH2:2][CH2:3][CH2:4][CH2:5][CH2:6][CH2:7][CH2:8][CH2:9][CH2:10][CH3:11].[NH2:14][CH2:15][C:16](N)([CH3:18])[CH3:17]>C(=S)=S>[CH3:17][C:16]1([CH3:18])[CH2:15][NH:14][C:12]([CH2:1][CH2:2][CH2:3][CH2:4][CH2:5][CH2:6][CH2:7][CH2:8][CH2:9][CH2:10][CH3:11])=[N:13]1. Starting materials: Cl, CCOC(=O)CC(c1ccccc1)n1cnc2ccc(NC(=O)c3ccc([N+](=O)[O-])cc3)cc21. Yields the product O=C(O)CC(c1ccccc1)n1cnc2ccc(NC(=O)c3ccc([N+](=O)[O-])cc3)cc21. RXN SMILES: [ClH:35].[N+:1](=[O:2])([O-:3])[c:4]1[cH:5][cH:6][c:7]([C:8](=[O:9])[NH:10][c:11]2[cH:12][cH:13][c:14]3[c:15]([n:16]([CH:19]([CH2:20][C:21](=[O:22])[O:23][CH2:24][CH3:25])[c:26]4[cH:27][cH:28][cH:29][cH:30][cH:31]4)[cH:17][n:18]3)[cH:32]2)[cH:33][cH:34]1>>[N+:1](=[O:2])([O-:3])[c:4]1[cH:5][cH:6][c:7]([C:8](=[O:9])[NH:10][c:11]2[cH:12][cH:13][c:14]3[c:15]([n:16]([CH:19]([CH2:20][C:21](=[O:22])[OH:23])[c:26]4[cH:27][cH:28][cH:29][cH:30][cH:31]4)[cH:17][n:18]3)[cH:32]2)[cH:33][cH:34]1. Starting materials: C1(=CC=CC=C1)P(C1=CC=CC=C1)C1=CC=CC=C1 (triphenylphosphin), CO (methanol), CCOC(=O)/N=N/C(=O)OCC (diethylazodicarboxylate), FC(C=1C=C(C(=O)N2CCC3(C(C(NC3=O)=O)C3=CC=CC=C3)CC2)C=C(C1)C(F)(F)F)(F)F ((rac)-8-(3,5-Bis-trifluoromethyl-benzoyl)-4-phenyl-2,8-diaza-spiro[4.5]decane-1,3-dione). The solvent is O1CCCC1 (tetrahydrofuran). Run at time 8 hour. The product is C(C1=CC=CC=C1)N1CCC2(C(C(N(C2=O)C)=O)C2=CC=CC=C2)CC1 ((rac)-8-benzyl-2-methyl-4-phenyl-2,8-diaza-spiro[4.5]decane-1,3-dion). Yield: 82.0%. RXN SMILES: FC(F)(F)[C:3]1[CH:4]=[C:5]([CH:26]=[C:27](C(F)(F)F)[CH:28]=1)[C:6]([N:8]1[CH2:25][CH2:24][C:11]2([C:15](=[O:16])[NH:14][C:13](=[O:17])[CH:12]2[C:18]2[CH:23]=[CH:22][CH:21]=[CH:20][CH:19]=2)[CH2:10][CH2:9]1)=O.[C:35]1(P(C2C=CC=CC=2)C2C=CC=CC=2)C=CC=CC=1.CO.CCOC(/N=N/C(OCC)=O)=O>O1CCCC1>[CH2:6]([N:8]1[CH2:9][CH2:10][C:11]2([C:15](=[O:16])[N:14]([CH3:35])[C:13](=[O:17])[CH:12]2[C:18]2[CH:19]=[CH:20][CH:21]=[CH:22][CH:23]=2)[CH2:24][CH2:25]1)[C:5]1[CH:26]=[CH:27][CH:28]=[CH:3][CH:4]=1. Reported procedure: (rac)-8-Benzyl-4-phenyl-2,8-diaza-spiro[4.5]decane-1,3-dion (3.0 g, 9.0 mmol, synthesis described in example 156) was dissolved in dry tetrahydrofuran (50 mL) and triphenylphosphin (3.1 g, 11.7 mmol), methanol (0.374 g, 11.7 mmol) and diethylazodicarboxylate (5.35 mL, 40% in toluene, 11.7 mmol) were added sequentially and stirred at room temperature overnight. The solvent was evaporated and the residue was purified by chromatography on silica gel (dichloromethane/methanol/triethyl amine 98:1:1) ... Starting materials: CC1CNCC(C)O1, [Na+], CC(=Cc1cccc(Oc2ccccc2)c1)CBr, [OH-], O. Yields the product CC(=Cc1cccc(Oc2ccccc2)c1)CN1CC(C)OC(C)C1. As a reaction SMILES: [CH3:19][CH:20]1[O:21][CH:22]([CH3:26])[CH2:23][NH:24][CH2:25]1.[Na+:28].[O:1]([c:2]1[cH:3][cH:4][cH:5][cH:6][cH:7]1)[c:8]1[cH:9][c:10]([CH:14]=[C:15]([CH2:16][Br:17])[CH3:18])[cH:11][cH:12][cH:13]1.[OH-:27].[OH2:29]>>[O:1]([c:2]1[cH:3][cH:4][cH:5][cH:6][cH:7]1)[c:8]1[cH:9][c:10]([CH:14]=[C:15]([CH2:16][N:24]2[CH2:23][CH:22]([CH3:26])[O:21][CH:20]([CH3:19])[CH2:25]2)[CH3:18])[cH:11][cH:12][cH:13]1. Starting materials: C1(CCC1)=O (cyclobutanone), C(#N)C1=NN(C=C1I)C1C(C=C(C=C1)C(F)(F)F)(Cl)Cl (3-Cyano-1-(2,2-dichloro-4-trifluoromethylphenyl)-4-iodopyrazole), [Cl-].[NH4+] (ammonium chloride). Run in C1CCOC1 (THF), C1CCOC1 (THF). Reaction conditions: temperature -78 celsius, time 20 minute. The product is C(#N)C1=NN(C=C1C1(CCC1)O)C1=C(C=C(C=C1Cl)C(F)(F)F)Cl (3-Cyano-4-(1-hydroxycyclobutyl)-1-(2,6-dichloro-4-trifluoromethylphenyl)pyrazole). As a reaction SMILES: [C:1]([C:3]1[C:7](I)=[CH:6][N:5]([CH:9]2[CH:14]=[CH:13][C:12]([C:15]([F:18])([F:17])[F:16])=[CH:11][C:10]2([Cl:20])Cl)[N:4]=1)#[N:2].[C:21]1(=[O:25])[CH2:24][CH2:23][CH2:22]1.[Cl-:26].[NH4+]>C1COCC1>[C:1]([C:3]1[C:7]([C:21]2([OH:25])[CH2:24][CH2:23][CH2:22]2)=[CH:6][N:5]([C:9]2[C:10]([Cl:20])=[CH:11][C:12]([C:15]([F:16])([F:17])[F:18])=[CH:13][C:14]=2[Cl:26])[N:4]=1)#[N:2] |f:2.3|. Procedure: 3-Cyano-1-(2,2-dichloro-4-trifluoromethylphenyl)-4-iodopyrazole (500 mg, 1.16 mmol, WO9707102) was dissolved in THF (10 ml) in a dry, nitrogen-flushed flask and cooled to -78° C. n-Butyllithium 0.46 ml, 2.5M in hexanes) was added dropwise over a period of 30 min, keeping the internal temperature at ca. -72° C. The reaction mixture was stirred at -78° C. for 20 min. then cyclobutanone (0.10 ml, 1.28 mmol), dissolved in THF (4 ml), was added dropwise and the mixture was stirred for 1 hr at -78° C....